From a dataset of the Open Reaction Database (ORD), a public repository of structured organic reaction records. describe an organic reaction: reactants, conditions, products, and yield Starting materials: CC(=O)O, CCOC(=O)c1ccc(OCCOC)c(OCCOC)c1, O=[N+]([O-])O. The product is CCOC(=O)c1cc(OCCOC)c(OCCOC)cc1[N+](=O)[O-]. RXN SMILES: [C:26]([OH:27])(=[O:28])[CH3:29].[CH3:1][O:2][CH2:3][CH2:4][O:5][c:6]1[cH:7][c:8]([C:9](=[O:10])[O:11][CH2:12][CH3:13])[cH:14][cH:15][c:16]1[O:17][CH2:18][CH2:19][O:20][CH3:21].[OH:22][N+:23]([O-:24])=[O:25]>>[CH3:1][O:2][CH2:3][CH2:4][O:5][c:6]1[cH:7][c:8]([C:9](=[O:10])[O:11][CH2:12][CH3:13])[c:14]([N+:23](=[O:22])[O-:24])[cH:15][c:16]1[O:17][CH2:18][CH2:19][O:20][CH3:21]. Starting materials: CN(\C=C/1\C(C(CCC1)C1CCCCC1)=O)C (3-[1-dimethylamino-meth-(E)-ylidene]-bicyclohexyl-2-one), [N+](=O)(O)[O-].[N+](=O)(O)[O-].COC=1C=C(C=CC1N1C=NC(=C1)C)NC(=N)N (N-[3-methoxy-4-(4-methyl-imidazol-1-yl)-phenyl]-guanidine dinitrate). The product is C1(CCCCC1)C1CCCC=2C=NC(=NC12)NC1=CC(=C(C=C1)N1C=NC(=C1)C)OC ((8-Cyclohexyl-5,6,7,8-tetrahydro-quinazolin-2-yl)-[3-methoxy-4-(4-methyl-imidazol-1-yl)-phenyl]-amine), crystals. Isolated yield 49.0%. As a reaction SMILES: CN(C)/[CH:3]=[C:4]1/[C:5](=O)[CH:6]([CH:10]2[CH2:15][CH2:14][CH2:13][CH2:12][CH2:11]2)[CH2:7][CH2:8][CH2:9]/1.[N+]([O-])(O)=O.[N+]([O-])(O)=O.[CH3:26][O:27][C:28]1[CH:29]=[C:30]([NH:40][C:41]([NH2:43])=[NH:42])[CH:31]=[CH:32][C:33]=1[N:34]1[CH:38]=[C:37]([CH3:39])[N:36]=[CH:35]1>>[CH:10]1([CH:6]2[C:5]3[N:43]=[C:41]([NH:40][C:30]4[CH:31]=[CH:32][C:33]([N:34]5[CH:38]=[C:37]([CH3:39])[N:36]=[CH:35]5)=[C:28]([O:27][CH3:26])[CH:29]=4)[N:42]=[CH:3][C:4]=3[CH2:9][CH2:8][CH2:7]2)[CH2:11][CH2:12][CH2:13][CH2:14][CH2:15]1 |f:1.2.3|. Procedure details: The title compound was prepared from crude 3-[1-dimethylamino-meth-(E)-ylidene]-bicyclohexyl-2-one (84 mg, 0.36 mmol) and N-[3-methoxy-4-(4-methyl-imidazol-1-yl)-phenyl]-guanidine dinitrate (111 mg, 0.30 mmol) using in analogous manner the procedure described in example 45b). Obtained as yellow crystals (61 mg, 49%). MS ISP (m/e): 418.3 (100) [(M+H)+]. 1H NMR (DMSO-D6, 300 MHz): δ (ppm)=9.57 (s, 1H), 8.21 (s, 1H), 7.90 (s, 1H), 7.65 (s, 1H), 7.39 (d, 1H), 7.21 (d, 1H), 7.03 (s, 1H), 3.82 (s, 3H)...